Dataset: the Open Reaction Database (ORD), a public repository of structured organic reaction records. Task: describe an organic reaction: reactants, conditions, products, and yield Starting materials: CCOCC (ether), C1(=CC=CC=C1)C1CCC(CC1)=O (4-phenylcyclohexanone). Solvent: C(Cl)Cl (CH2Cl2). Reaction conditions: time 10 minute. Yields the product C1(=CC=CC=C1)C1CCC(CC1)=C (4-phenyl-1-methylenecyclohexane). The yield is 88.0%. RXN SMILES: CCO[CH2:4][CH3:5].[C:6]1([CH:12]2[CH2:17][CH2:16]C(=O)[CH2:14][CH2:13]2)[CH:11]=[CH:10][CH:9]=[CH:8][CH:7]=1>C(Cl)Cl>[C:6]1([CH:12]2[CH2:17][CH2:16][C:4](=[CH2:5])[CH2:14][CH2:13]2)[CH:11]=[CH:10][CH:9]=[CH:8][CH:7]=1. Reported procedure: BDAM (3.00 grams) was suspended in 30 milliliters of dry CH2Cl2. Two molar equivalents of ether were added dropwise to the chilled suspension. After about 10 minutes of stirring, a homogeneous solution was formed. At this point, 1 molar equivalent of TMAL (1.1 milliliter) was added. The reaction mixture was stirred at room temperature for 15 minutes and 2.00 grams of 4-phenylcyclohexanone were added. Vigorous reflux which quickly subsided was noticed. The reaction mixture was stirred at room tem... Reactants: C(C)(=O)OCC (ethyl acetate), BrC1=CC=C2NC(C(N(C2=C1COC1=C(C=CC(=C1)F)C)C)=O)(C)C (7-bromo-8-(5-fluoro-2-methylphenoxymethyl)-1,3,3-trimethyl-3,4-dihydro-1H-quinoxalin-2-one), COC1=C(C=CC(=C1)OC(F)(F)F)B(O)O (2-methoxy-4-trifluoromethoxyphenylboronic acid), C([O-])([O-])=O (carbonate). Reagents/catalysts: C1=CC=C(C=C1)P(C2=CC=CC=C2)C3=CC=CC=C3.C1=CC=C(C=C1)P(C2=CC=CC=C2)C3=CC=CC=C3.Cl[Pd]Cl (bis(triphenylphosphin)palladium(II)dichloride). The solvent is O (water), CN(C=O)C (N,N-dimethylformamide). Run at temperature 80 celsius, time 2 hour. The product is FC=1C=CC(=C(OCC=2C(=CC=C3NC(C(N(C23)C)=O)(C)C)C2=C(C=C(C=C2)OC(F)(F)F)OC)C1)C (8-(5-Fluoro-2-methylphenoxymethyl)-7-(2-methoxy-4-trifluoromethoxyphenyl)-1,3,3-trimethyl-3,4-dihydro-1H-quinoxalin-2-one). Yield: 83.3%. RXN SMILES: Br[C:2]1[C:11]([CH2:12][O:13][C:14]2[CH:19]=[C:18]([F:20])[CH:17]=[CH:16][C:15]=2[CH3:21])=[C:10]2[C:5]([NH:6][C:7]([CH3:25])([CH3:24])[C:8](=[O:23])[N:9]2[CH3:22])=[CH:4][CH:3]=1.[CH3:26][O:27][C:28]1[CH:33]=[C:32]([O:34][C:35]([F:38])([F:37])[F:36])[CH:31]=[CH:30][C:29]=1B(O)O.C(=O)([O-])[O-].C(OCC)(=O)C>CN(C)C=O.C1C=CC(P(C2C=CC=CC=2)C2C=CC=CC=2)=CC=1.C1C=CC(P(C2C=CC=CC=2)C2C=CC=CC=2)=CC=1.Cl[Pd]Cl.O>[F:20][C:18]1[CH:17]=[CH:16][C:15]([CH3:21])=[C:14]([CH:19]=1)[O:13][CH2:12][C:11]1[C:2]([C:29]2[CH:30]=[CH:31][C:32]([O:34][C:35]([F:37])([F:38])[F:36])=[CH:33][C:28]=2[O:27][CH3:26])=[CH:3][CH:4]=[C:5]2[C:10]=1[N:9]([CH3:22])[C:8](=[O:23])[C:7]([CH3:25])([CH3:24])[NH:6]2 |f:5.6.7|. Procedure details: A mixture of 7-bromo-8-(5-fluoro-2-methylphenoxymethyl)-1,3,3-trimethyl-3,4-dihydro-1H-quinoxalin-2-one (Reference Compound No. 8-1, 49.7 mg, 0.122 mmol), 2-methoxy-4-trifluoromethoxyphenylboronic acid (58.1 mg, 0.246 mmol), cessium carbonate (119 mg, 0.36 mmol) and bis(triphenylphosphin)palladium(II)dichloride (12.0 mg, 0.0171 mmol) was suspended in anhydrous N,N-dimethylformamide (0.5 ml) and stirred at 80° C. for 2 hours under argon atmosphere. After cooling down, ethyl acetate (100 mL) and w... The product is C(C1=CC=CC=C1)OC1=CC=C(C=C1)OCCOCCC1=CC=CC=C1 (1-benzyloxy-4-(2-phenethyloxyethoxy)benzene). Reported procedure: 10 g of 4-benzyloxyphenol in 120 ml of dimethylformamide were treated with 2.4 g of a 50% sodium hydride dispersion in mineral oil and the mixture was stirred for 5 minutes. 12.2 g of 2-(2-phenylethoxy)ethyl methanesulfonate [prepared as described in Example 1(a)] were added and the mixture was heated at 60° C. for 0.5 hour with stirring. The mixture was evaporated to dryness and the residue was partitioned between 2N sodium hydroxide and ethyl acetate. The organic phase was separated, washed we... The solvent is CN(C=O)C (dimethylformamide). Reaction SMILES: [CH2:1]([O:8][C:9]1[CH:14]=[CH:13][C:12]([OH:15])=[CH:11][CH:10]=1)[C:2]1[CH:7]=[CH:6][CH:5]=[CH:4][CH:3]=1.[H-].[Na+].CS(O[CH2:23][CH2:24][O:25][CH2:26][CH2:27][C:28]1[CH:33]=[CH:32][CH:31]=[CH:30][CH:29]=1)(=O)=O>CN(C)C=O>[CH2:1]([O:8][C:9]1[CH:10]=[CH:11][C:12]([O:15][CH2:23][CH2:24][O:25][CH2:26][CH2:27][C:28]2[CH:33]=[CH:32][CH:31]=[CH:30][CH:29]=2)=[CH:13][CH:14]=1)[C:2]1[CH:3]=[CH:4][CH:5]=[CH:6][CH:7]=1 |f:1.2|. Reaction conditions: temperature 60 celsius, time 5 minute. The yield is 92.5%. The reactants are C(C1=CC=CC=C1)OC1=CC=C(C=C1)O (4-benzyloxyphenol), [H-].[Na+] (sodium hydride), CS(=O)(=O)OCCOCCC1=CC=CC=C1 (2-(2-phenylethoxy)ethyl methanesulfonate). Reactants: ClC1=CC(=C(C=C1)O)N (4-chloro-2-aminophenol), COC1=C(C=C(C(=O)O)C=C1)N (4-methoxy-3-aminobenzoic acid). Yields the product NC=1C=C(C=CC1OC)C=1OC2=C(N1)C=C(C=C2)Cl (2-(3-Amino-4-methoxyphenyl)-5-chlorobenzoxazole). RXN SMILES: [Cl:1][C:2]1[CH:7]=[CH:6][C:5]([OH:8])=[C:4]([NH2:9])[CH:3]=1.[CH3:10][O:11][C:12]1[CH:20]=[CH:19][C:15]([C:16](O)=O)=[CH:14][C:13]=1[NH2:21]>>[NH2:21][C:13]1[CH:14]=[C:15]([C:16]2[O:8][C:5]3[CH:6]=[CH:7][C:2]([Cl:1])=[CH:3][C:4]=3[N:9]=2)[CH:19]=[CH:20][C:12]=1[O:11][CH3:10]. Procedure: Prepared by the method of Example 1a), from 4-chloro-2-aminophenol (429 mg, 2.9 mmol) and 4-methoxy-3-aminobenzoic acid (500 mg, 2.9 mmol) the subtitle compound was obtained, 111 mg (10%). 1H NMR (CDCl3) δ 7.70(d, J=1.9 Hz, 1H), 7.65(dd, J=1.9, 8.3 Hz, 1H), 7.59(d, J=1.9 Hz, 1H), 7.46(d, J=8.3 Hz, 1H), 7.28(dd, J=1.9, 8.3 Hz, 1H), 6.90(d, J=8.3 Hz, 1H), 3.96(s, 3H). MS 275 m/z (M+H)+. Reactants: C(C)(C)(C)C1=C(C=CC(=C1)C(C)(C)C)O[C@@H](C(=O)N1C(CC[C@H]1C=C)=O)C ((5S)-N-((2R)-2-(2,4-di-t-butylphenyloxy)propanoyl)-5 -ethenylpyrrolidin-2-one), [OH-].[K+] (potassium hydroxide), Cl (hydrochloric acid). The solvent is O (Water), O (water). The product is N[C@@H](CCC(=O)O)C=C ((4S)-4-amino-5-hexenoic acid). Reaction SMILES: C(C1C=C(C(C)(C)C)C=CC=1O[C@H](C)C([N:19]1[C@H:23]([CH:24]=[CH2:25])[CH2:22][CH2:21][C:20]1=[O:26])=O)(C)(C)C.[OH-:28].[K+].Cl>O>[NH2:19][C@H:23]([CH:24]=[CH2:25])[CH2:22][CH2:21][C:20]([OH:26])=[O:28] |f:1.2|. Procedure details: A solution of (5S)-N-((2R)-2-(2,4-di-t-butylphenyloxy)-propanoyl)-5-ethenylpyrrolidin-2-one (19a, 1.0 g, 2.5 mmol) and 87% potassium hydroxide (317 mg, 5.7 mmol) in water (2 mL) is refluxed for 1.5 hours. The solution is allowed to cool to room temperature. Water is added (15 mL) and the solution is acidified to pH 7 with concentrated hydrochloric acid and extracted with diethyl ether (3×10 mL) to remove the chiral auxiliary. The aqueous solution is then acidified to pH 5.5 with concentrated hyd... Starting materials: C=CC(CCC)=O (hex-1-en-3-one), CuCl2, [N+](=O)([O-])C1=CC=C(N)C=C1 (4-nitroaniline), Cl (hydrochloric acid), solution, [OH-].[Na+] (sodium hydroxide), N(=O)[O-].[Na+] (sodium nitrite). Run in CC(=O)C (acetone), O (water), O (water). Reaction conditions: time 8 hour. Product: ClC(CC1=CC=C(C=C1)[N+](=O)[O-])C(CCC)=O (2-chloro-1-(4-nitrophenyl)hexan-3-one). As a reaction SMILES: [N+:1]([C:4]1[CH:10]=[CH:9][C:7](N)=[CH:6][CH:5]=1)([O-:3])=[O:2].N([O-])=O.[Na+].[OH-].[Na+].[CH2:17]=[CH:18][C:19](=[O:23])[CH2:20][CH2:21][CH3:22].[ClH:24]>O.CC(C)=O>[Cl:24][CH:18]([C:19](=[O:23])[CH2:20][CH2:21][CH3:22])[CH2:17][C:7]1[CH:9]=[CH:10][C:4]([N+:1]([O-:3])=[O:2])=[CH:5][CH:6]=1 |f:1.2,3.4|. Procedure details: 60 g of 4-nitroaniline are dissolved in 485 ml of 20% hydrochloric acid. The solution is cooled to 0°-5° C. and a solution of 26.7 g of sodium nitrite in 65 ml of water is then added slowly, with cooling. The pH is raised to 3 with a 25% solution of sodium hydroxide (300 ml), the temperature being kept at 5°-10° C. A solution of 11.6 g of CuCl2 in 75 ml of water is added, followed by a solution of 44.3 g of hex-1-en-3-one in 390 ml of acetone. The reaction mixture is allowed to return to room te...